Dataset: the Open Reaction Database (ORD), a public repository of structured organic reaction records. Task: describe an organic reaction: reactants, conditions, products, and yield Reactants: C1CCC2=NCCCN2CC1 (DBU), COC1=CC(=C(C=C1)[C@H]1[C@@H]([C@H](C2=CC=C(C=C12)OCCC)C1=CC2=C(C=C1)OCO2)C(=O)O)OCOC ((1S,2R,3S)-3-(4-methoxy-2-methoxymethoxyphenyl)-1-(3,4-methylenedioxyphenyl)-5-(prop-1-yloxy)indane-2-carboxylic acid), C(C=C)Br (allyl bromide). Run in C(C)#N (acetonitrile). Conditions: time 0.5 hour. The product is COC1=CC(=C(C=C1)[C@H]1[C@@H]([C@H](C2=CC=C(C=C12)OCCC)C1=CC2=C(C=C1)OCO2)C(=O)OCC=C)OCOC (Allyl (1S,2R,3S)-3-(4-methoxy-2-methoxymethoxyphenyl)-1-(3,4-methylenedioxyphenyl)-5-(prop-1-yloxy)indane-2-carboxylate). Yield: 109.8%. Reaction SMILES: [CH3:1][O:2][C:3]1[CH:8]=[CH:7][C:6]([C@@H:9]2[C:17]3[C:12](=[CH:13][CH:14]=[C:15]([O:18][CH2:19][CH2:20][CH3:21])[CH:16]=3)[C@H:11]([C:22]3[CH:27]=[CH:26][C:25]4[O:28][CH2:29][O:30][C:24]=4[CH:23]=3)[C@H:10]2[C:31]([OH:33])=[O:32])=[C:5]([O:34][CH2:35][O:36][CH3:37])[CH:4]=1.[CH2:38]1[CH2:48]CN2C(=NCCC2)C[CH2:39]1.C(Br)C=C>C(#N)C>[CH3:1][O:2][C:3]1[CH:8]=[CH:7][C:6]([C@@H:9]2[C:17]3[C:12](=[CH:13][CH:14]=[C:15]([O:18][CH2:19][CH2:20][CH3:21])[CH:16]=3)[C@H:11]([C:22]3[CH:27]=[CH:26][C:25]4[O:28][CH2:29][O:30][C:24]=4[CH:23]=3)[C@H:10]2[C:31]([O:33][CH2:48][CH:38]=[CH2:39])=[O:32])=[C:5]([O:34][CH2:35][O:36][CH3:37])[CH:4]=1. Procedure: (1S,2R,3S)-3-(4-methoxy-2-methoxymethoxyphenyl)-1-(3,4-methylenedioxyphenyl)-5-(prop-1-yloxy)indane-2-carboxylic acid (4.8 g, 9.5 mmol) was dissolved in dry acetonitrile (30 ml) and DBU (1.7 ml, 11.4 mmol) was added followed by allyl bromide (3.4 g, 28. mmol). After stirring for 0.5 h. the product was partitioned between 3M aqueous HCl and ethyl acetate. The organic layer was washed with water and brine, then dried (MgSO4 anhyd.) filtered and evaporated to give an oil. The product was purified b...